Task: describe an organic reaction: reactants, conditions, products, and yield. Dataset: the Open Reaction Database (ORD), a public repository of structured organic reaction records Starting materials: CCOC(=O)CBr, CCCN, ClCCl. Yields the product CCCNCC(=O)OCC. As a reaction SMILES: [Br:1][CH2:2][C:3](=[O:4])[O:5][CH2:6][CH3:7].[CH2:8]([CH2:9][CH3:10])[NH2:11].[Cl:12][CH2:13][Cl:14]>>[CH2:2]([C:3](=[O:4])[O:5][CH2:6][CH3:7])[NH:11][CH2:8][CH2:9][CH3:10]. The reactants are CC(=O)OC(C)(C)C, CC(C)[N-]C(C)C, [Li+], C1CCOC1, O=C1C=CCO1, C1CCOC1, O. Yields the product CC(C)(C)OC(=O)CC1COC(=O)C1. Reaction SMILES: [C:19]([CH3:20])(=[O:21])[O:22][C:23]([CH3:24])([CH3:25])[CH3:26].[CH:11]([N-:12][CH:13]([CH3:14])[CH3:15])([CH3:16])[CH3:17].[Li+:18].[O:1]1[CH2:2][CH2:3][CH2:4][CH2:5]1.[O:27]1[C:28](=[O:32])[CH:29]=[CH:30][CH2:31]1.[O:6]1[CH2:7][CH2:8][CH2:9][CH2:10]1.[OH2:33]>>[C:19]([CH2:20][CH:30]1[CH2:29][C:28](=[O:32])[O:27][CH2:31]1)(=[O:21])[O:22][C:23]([CH3:24])([CH3:25])[CH3:26]. Starting materials: CC(C)(C)C(=O)OCI, CCOCC, COc1ccc(C2=C(C(=O)[O-])N3C(=O)C(C(C)O)C3C2)cc1F, [Na+], CN(C)C=O. Yields the product COc1ccc(C2=C(C(=O)OCOC(=O)C(C)(C)C)N3C(=O)C(C(C)O)C3C2)cc1F. Reaction SMILES: [C:25]([C:26]([CH3:27])([CH3:28])[CH3:29])(=[O:30])[O:31][CH2:32][I:33].[CH3:34][CH2:35][O:36][CH2:37][CH3:38].[F:1][c:2]1[cH:3][c:4]([C:10]2=[C:11]([C:21](=[O:22])[O-:23])[N:12]3[C:13](=[O:20])[CH:14]([CH:17]([CH3:18])[OH:19])[CH:15]3[CH2:16]2)[cH:5][cH:6][c:7]1[O:8][CH3:9].[Na+:24].[O:39]=[CH:40][N:41]([CH3:42])[CH3:43]>>[F:1][c:2]1[cH:3][c:4]([C:10]2=[C:11]([C:21](=[O:22])[O:23][CH2:32][O:31][C:25]([C:26]([CH3:27])([CH3:28])[CH3:29])=[O:30])[N:12]3[C:13](=[O:20])[CH:14]([CH:17]([CH3:18])[OH:19])[CH:15]3[CH2:16]2)[cH:5][cH:6][c:7]1[O:8][CH3:9]. The solvent is C(C)O (ethanol). The product is Cl.NC(C(=O)O)C1C2=C(CCC3=C1C=CC=C3)C=CC=C2 (α-Amino-10,11-dihydro-5H-dibenzo[a,d]cycloheptene-5-acetate hydrochloride). As a reaction SMILES: [N+:1]([CH:4]([CH:10]1[C:16]2[CH:17]=[CH:18][CH:19]=[CH:20][C:15]=2[CH:14]=[CH:13][C:12]2[CH:21]=[CH:22][CH:23]=[CH:24][C:11]1=2)[C:5]([O:7]CC)=[O:6])([O-])=O.O.[ClH:26]>C(O)C.[Pd]>[ClH:26].[NH2:1][CH:4]([CH:10]1[C:16]2[CH:17]=[CH:18][CH:19]=[CH:20][C:15]=2[CH2:14][CH2:13][C:12]2[CH:21]=[CH:22][CH:23]=[CH:24][C:11]1=2)[C:5]([OH:7])=[O:6] |f:5.6|. Reactants: O (water), [N+](=O)([O-])C(C(=O)OCC)C1C2=C(C=CC3=C1C=CC=C3)C=CC=C2 (Ethyl α-nitro-5H-dibenzo[a,d]cycloheptene-5-acetate), Cl (hydrochloric acid). Procedure: Ethyl α-nitro-5H-dibenzo[a,d]cycloheptene-5-acetate (13 g, 40 mmol) (Example 4, Step A) is dissolved in 150 mL of ethanol, 40 mL of water, and 3.5 mL of concentrated hydrochloric acid and hydrogenated with 2.0 g of 20% palladium on carbon (52 psi, 30 hours). The filtered solution is stripped and a white solid washed with diethyl ether, dried at 50° C./2 mm Hg. The crude product is used as is in the next step. Reagents/catalysts: [Pd] (palladium on carbon). Reactants: O=N[O-], CN1CCc2c(N)ccc(Sc3ccccc3)c2CC1, [NH4+], [Na+], O=S(=O)([O-])[O-], [OH-], O, O=S(=O)(O)O. The product is CN1CCc2c(O)ccc(Sc3ccccc3)c2CC1. Reaction SMILES: [N:26](=[O:27])[O-:28].[NH2:6][c:7]1[cH:8][cH:9][c:10]([S:19][c:20]2[cH:21][cH:22][cH:23][cH:24][cH:25]2)[c:11]2[c:12]1[CH2:13][CH2:14][N:15]([CH3:18])[CH2:16][CH2:17]2.[NH4+:35].[Na+:29].[O-:30][S:31](=[O:32])(=[O:33])[O-:34].[OH-:36].[OH2:37].[S:1](=[O:2])(=[O:3])([OH:4])[OH:5]>>[c:7]1([OH:27])[cH:8][cH:9][c:10]([S:19][c:20]2[cH:21][cH:22][cH:23][cH:24][cH:25]2)[c:11]2[c:12]1[CH2:13][CH2:14][N:15]([CH3:18])[CH2:16][CH2:17]2. The reactants are ( f ), C(C)(C)(C)OC(=O)N1C[C@H]([C@@H]([C@H](C1)O)C1=CC=C(C=C1)OCCCOC1=C(C=CC=C1)[N+](=O)[O-])OC[C@@H]1OC(OC1)(C)C ((3S,4R,5R)-3-[(4S)-2,2-dimethyl-[1,3]dioxolan-4-ylmethoxy]-5-hydroxy-4-[4-[3-(2-nitro-phenoxy)-propoxy]-phenyl]-piperidine-1-carboxylic acid tert-butyl ester), ClCC=1C=C(C2=CC=CC=C2C1)OC (3-chloromethyl-1-methoxy-naphthalene). Product: C(C)(C)(C)OC(=O)N1C[C@H]([C@@H]([C@H](C1)OCC1=CC2=CC=CC=C2C(=C1)OC)C1=CC=C(C=C1)OCCCOC1=C(C=CC=C1)[N+](=O)[O-])OC[C@@H]1OC(OC1)(C)C ((3S,4R,5R)-3-[(4S)-2,2-dimethyl-[1,3]dioxolan-4-ylmethoxy]-5-(4-methoxy-naphthalen-2-ylmethoxy)-4-[4-[3-(2-nitro-phenoxy)-propoxy]-phenyl]-piperidine-1-carboxylic acid tert-butyl ester). As a reaction SMILES: [C:1]([O:5][C:6]([N:8]1[CH2:13][C@H:12]([OH:14])[C@@H:11]([C:15]2[CH:20]=[CH:19][C:18]([O:21][CH2:22][CH2:23][CH2:24][O:25][C:26]3[CH:31]=[CH:30][CH:29]=[CH:28][C:27]=3[N+:32]([O-:34])=[O:33])=[CH:17][CH:16]=2)[C@H:10]([O:35][CH2:36][C@H:37]2[CH2:41][O:40][C:39]([CH3:43])([CH3:42])[O:38]2)[CH2:9]1)=[O:7])([CH3:4])([CH3:3])[CH3:2].Cl[CH2:45][C:46]1[CH:47]=[C:48]([O:56][CH3:57])[C:49]2[C:54]([CH:55]=1)=[CH:53][CH:52]=[CH:51][CH:50]=2>>[C:1]([O:5][C:6]([N:8]1[CH2:13][C@H:12]([O:14][CH2:45][C:46]2[CH:47]=[C:48]([O:56][CH3:57])[C:49]3[C:54](=[CH:53][CH:52]=[CH:51][CH:50]=3)[CH:55]=2)[C@@H:11]([C:15]2[CH:20]=[CH:19][C:18]([O:21][CH2:22][CH2:23][CH2:24][O:25][C:26]3[CH:31]=[CH:30][CH:29]=[CH:28][C:27]=3[N+:32]([O-:34])=[O:33])=[CH:17][CH:16]=2)[C@H:10]([O:35][CH2:36][C@H:37]2[CH2:41][O:40][C:39]([CH3:43])([CH3:42])[O:38]2)[CH2:9]1)=[O:7])([CH3:4])([CH3:2])[CH3:3]. Procedure: In analogy to the procedure described in example 1) (f) the (3S,4R,5R)-3-[(4S)-2,2-dimethyl-[1,3]dioxolan-4-ylmethoxy]-5-hydroxy-4-[4-[3-(2-nitro-phenoxy)-propoxy]-phenyl]-piperidine-1-carboxylic acid tert-butyl ester was reacted with 3-chloromethyl-1-methoxy-naphthalene [example 1) (α)]to yield the (3S,4R,5R)-3-[(4S)-2,2-dimethyl-[1,3]dioxolan-4-ylmethoxy]-5-(4-methoxy-naphthalen-2-ylmethoxy)-4-[4-[3-(2-nitro-phenoxy)-propoxy]-phenyl]-piperidine-1-carboxylic acid tert-butyl ester as colorless o... Starting materials: ClC1=C(C(=O)O)C=CN=C1 (3-chloroisonicotinic acid), S(=O)(Cl)Cl (thionyl chloride). The solvent is CN(C)C=O (DMF). The product is ClC1=C(C(=O)Cl)C=CN=C1 (3-chloroisonicotinic acid chloride). RXN SMILES: [Cl:1][C:2]1[CH:10]=[N:9][CH:8]=[CH:7][C:3]=1[C:4](O)=[O:5].S(Cl)([Cl:13])=O>CN(C=O)C>[Cl:1][C:2]1[CH:10]=[N:9][CH:8]=[CH:7][C:3]=1[C:4]([Cl:13])=[O:5]. Procedure: A mixture of 0.69 g of 3-chloroisonicotinic acid, 5 ml of thionyl chloride and 30 mg of DMF was heated to reflux for 3.5 hours. The reaction mixture was cooled to room temperature, and then the reaction mixture was concentrated under reduced pressure to give 3-chloroisonicotinic acid chloride. A mixture of the resultant 3-chloroisonicotinic acid chloride and 4 ml of DMF was added dropwise to a mixture of 0.85 g of 2-amino-5-fluoro-4-trifluoromethylphenol, 0.88 g of triethylamine and 4 ml of DMF ...